Dataset: the Open Reaction Database (ORD), a public repository of structured organic reaction records. Task: describe an organic reaction: reactants, conditions, products, and yield The reactants are C1(CCCC1)N1C2=C(N(C(C3(C1)CC3)=O)C)C=NC(=N2)NC2=C(C=C(C(=O)O)C=C2)OC (4-(9′-Cyclopentyl-5′-methyl-6′-oxo-5′,6′,8′,9′-tetrahydrospiro[cyclopropane-1,7′-pyrimido[4,5-b][1,4]diazepine]-2′-ylamino)-3-methoxybenzoic acid), C1(CCCC1)N1C2=C(N(C(C3(C1)CC3)=O)C)C=NC(=N2)NC2=C(C=C(C(=O)O)C=C2)OC (4-(9′-Cyclopentyl-5′-methyl-6′-oxo-5′,6′,8′,9′-tetrahydrospiro[cyclopropane-1,7′-pyrimido[4,5-b][1,4]diazepine]-2′-ylamino)-3-methoxybenzoic acid), CCN(C(C)C)C(C)C (DIPEA), CN(C)C(=[N+](C)C)ON1C2=C(C=CC=C2)N=N1.[B-](F)(F)(F)F (TBTU), NN1CCN(CC1)CCO (2-(4-aminopiperazin-1-yl)ethanol). Yield: 38.6%. Reaction conditions: time 16 hour. Reaction SMILES: [CH:1]1([N:6]2[CH2:12][C:11]3([CH2:14][CH2:13]3)[C:10](=[O:15])[N:9]([CH3:16])[C:8]3[CH:17]=[N:18][C:19]([NH:21][C:22]4[CH:30]=[CH:29][C:25]([C:26]([OH:28])=O)=[CH:24][C:23]=4[O:31][CH3:32])=[N:20][C:7]2=3)[CH2:5][CH2:4][CH2:3][CH2:2]1.CCN(C(C)C)C(C)C.CN(C(ON1N=NC2C=CC=CC1=2)=[N+](C)C)C.[B-](F)(F)(F)F.[NH2:64][N:65]1[CH2:70][CH2:69][N:68]([CH2:71][CH2:72][OH:73])[CH2:67][CH2:66]1>C(Cl)Cl>[CH:1]1([N:6]2[CH2:12][C:11]3([CH2:14][CH2:13]3)[C:10](=[O:15])[N:9]([CH3:16])[C:8]3[CH:17]=[N:18][C:19]([NH:21][C:22]4[CH:30]=[CH:29][C:25]([C:26]([NH:64][N:65]5[CH2:70][CH2:69][N:68]([CH2:71][CH2:72][OH:73])[CH2:67][CH2:66]5)=[O:28])=[CH:24][C:23]=4[O:31][CH3:32])=[N:20][C:7]2=3)[CH2:2][CH2:3][CH2:4][CH2:5]1 |f:2.3|. The product is C1(CCCC1)N1C2=C(N(C(C3(C1)CC3)=O)C)C=NC(=N2)NC2=C(C=C(C(=O)NN3CCN(CC3)CCO)C=C2)OC (4-(9′-cyclopentyl-5′-methyl-6′-oxo-5′,6′,8′,9′-tetrahydrospiro[cyclopropane-1,7′-pyrimido[4,5-b][1,4]diazepine]-2′-ylamino)-N-(4-(2-hydroxyethyl)piperazin-1-yl)-3-methoxybenzamide). Run in C(Cl)Cl (DCM). Procedure: 4-(9′-Cyclopentyl-5′-methyl-6′-oxo-5′,6′,8′,9′-tetrahydrospiro[cyclopropane-1,7′-pyrimido[4,5-b][1,4]diazepine]-2′-ylamino)-3-methoxybenzoic acid (Intermediate 5) (48 mg, 0.11 mmol, 1 eq), DIPEA (36 μL, 0.22 mmol, 2 eq) and TBTU (39 mg, 0.12 mmol, 1.1 eq) were added to 5 mL DCM and the resulting solution stirred at rt for 15 min before the addition of 2-(4-aminopiperazin-1-yl)ethanol (19 mg, 0.13 mmol, 1.2 eq). The RM was then stirred at rt for 16 hours before concentrating in vacuo and purifyin... Reactants: C1(=C(C=CC=C1)CN1N=NC(=C1C)C(=O)OC)C1=CC=CC=C1 (methyl 1-(2-biphenylylmethyl)-5-methyl-1H-1,2,3-triazole-4-carboxylate), C1(=C(C=CC=C1)CN1N=NC(=C1C)C(=O)OC)C1=CC=CC=C1 (methyl 1-(2-biphenylylmethyl)-5-methyl-1H-1,2,3-triazole-4-carboxylate), [OH-].[Na+] (sodium hydroxide). Run in CO (methanol). Product: C1(=C(C=CC=C1)CN1N=NC(=C1C)C(=O)O)C1=CC=CC=C1 (1-(2-Biphenylylmethyl)-5-methyl-1H-1,2,3-triazole-4-carboxylic acid). Isolated yield 77.1%. RXN SMILES: [C:1]1([C:18]2[CH:23]=[CH:22][CH:21]=[CH:20][CH:19]=2)[CH:6]=[CH:5][CH:4]=[CH:3][C:2]=1[CH2:7][N:8]1[C:12]([CH3:13])=[C:11]([C:14]([O:16]C)=[O:15])[N:10]=[N:9]1.[OH-].[Na+]>CO>[C:1]1([C:18]2[CH:23]=[CH:22][CH:21]=[CH:20][CH:19]=2)[CH:6]=[CH:5][CH:4]=[CH:3][C:2]=1[CH2:7][N:8]1[C:12]([CH3:13])=[C:11]([C:14]([OH:16])=[O:15])[N:10]=[N:9]1 |f:1.2|. Procedure details: To a solution of methyl 1-(2-biphenylylmethyl)-5-methyl-1H-1,2,3-triazole-4-carboxylate (Intermediate 6) (1.1 g, 3.58 mmol) in methanol was added an aqueous solution of sodium hydroxide (7.2 mL, 6 mmol). The solution was heated at reflux for 3 hours. After concentration under reduced pressure, a 1N HCl solution (8 mL) was added. The resulting solid material was filtered, washed with water and dried to give the title compound as a cream solid (810 mg, 77%). LC/MS: m/z 294 (M+H)+, Rt: 2.23 min. Reactants: O=C([O-])[O-], CC(C)=O, [K+], [K+], O=[N+]([O-])c1ccccc1CCl, COC(=O)CS. Product: COC(=O)CSCc1ccccc1[N+](=O)[O-]. RXN SMILES: [C:18](=[O:19])([O-:20])[O-:21].[CH3:24][C:25](=[O:26])[CH3:27].[K+:22].[K+:23].[N+:1](=[O:2])([O-:3])[c:4]1[c:5]([CH2:6][Cl:7])[cH:8][cH:9][cH:10][cH:11]1.[SH:12][CH2:13][C:14](=[O:15])[O:16][CH3:17]>>[N+:1](=[O:2])([O-:3])[c:4]1[c:5]([CH2:6][S:12][CH2:13][C:14](=[O:15])[O:16][CH3:17])[cH:8][cH:9][cH:10][cH:11]1. Reactants: C1CCOC1, Nc1ccc(Oc2ccnc3ccsc23)c(F)c1, O=C(Cc1ccccc1)N=C=S. Yields the product O=C(Cc1ccccc1)NC(=S)Nc1ccc(Oc2ccnc3ccsc23)c(F)c1. RXN SMILES: [CH2:31]1[O:32][CH2:33][CH2:34][CH2:35]1.[F:1][c:2]1[cH:3][c:4]([NH2:5])[cH:6][cH:7][c:8]1[O:9][c:10]1[c:11]2[c:12]([n:13][cH:14][cH:15]1)[cH:16][cH:17][s:18]2.[c:19]1([CH2:25][C:26](=[O:27])[N:28]=[C:29]=[S:30])[cH:20][cH:21][cH:22][cH:23][cH:24]1>>[F:1][c:2]1[cH:3][c:4]([NH:5][C:29]([NH:28][C:26]([CH2:25][c:19]2[cH:20][cH:21][cH:22][cH:23][cH:24]2)=[O:27])=[S:30])[cH:6][cH:7][c:8]1[O:9][c:10]1[c:11]2[c:12]([n:13][cH:14][cH:15]1)[cH:16][cH:17][s:18]2. Starting materials: [Cl-].[NH4+] (Ammonium chloride), BrCC(=O)C1=CNC2=NC=CC(=C21)OC2=C(C=C(C=C2)[N+](=O)[O-])F (2-bromo-1-(4-(2-fluoro-4-nitrophenoxy)-1H-pyrrolo[2,3-b]pyridin-3-yl)ethanone), NC(=S)N (thiourea), C1CCOC1 (THF). Reagents/catalysts: [Zn] (Zn). The solvent is C(C)(=O)O (acetic acid), CO (MeOH), CCOC(=O)C (EtOAc), CCOC(=O)C (EtOAc). Run at time 3 hour. Yields the product NC1=CC(=C(OC2=C3C(=NC=C2)NC=C3C=3N=C(SC3)N)C=C1)F (4-(4-(4-Amino-2-fluorophenoxy)-1H-pyrrolo[2,3-b]pyridin-3-yl)thiazol-2-amine). As a reaction SMILES: Br[CH2:2][C:3]([C:5]1[C:13]2[C:8](=[N:9][CH:10]=[CH:11][C:12]=2[O:14][C:15]2[CH:20]=[CH:19][C:18]([N+:21]([O-])=O)=[CH:17][C:16]=2[F:24])[NH:7][CH:6]=1)=O.[NH2:25][C:26]([NH2:28])=[S:27].C1COCC1.[Cl-].[NH4+]>C(O)(=O)C.CCOC(C)=O.[Zn].CO>[NH2:21][C:18]1[CH:19]=[CH:20][C:15]([O:14][C:12]2[CH:11]=[CH:10][N:9]=[C:8]3[NH:7][CH:6]=[C:5]([C:3]4[N:25]=[C:26]([NH2:28])[S:27][CH:2]=4)[C:13]=23)=[C:16]([F:24])[CH:17]=1 |f:3.4|. Reported procedure: To a solution of 2-bromo-1-(4-(2-fluoro-4-nitrophenoxy)-1H-pyrrolo[2,3-b]pyridin-3-yl)ethanone (392 mg, 1.0 mmol) in acetic acid (10 mL) was added thiourea (228 mg, 3.0 mmol, Aldrich). The reaction mixture was stirred at room temperature for 3 h, and then diluted with 50 mL of EtOAc. The reaction mixture was washed with saturated aq. NaHCO3 solution and brine. The organic layer was dried (MgSO4) and concentrated in vacuo to give a light yellow solid. The solid was dissolved in a mixed solvent (2... Procedure details: The desired product was prepared using a procedure similar to step 3 of example 3. Thus, 1,3-dibenzyl-5-bromo-2-methyl-1H-indole (1.842 g, 6.133 mmol) was reacted with aqueous 2M K2CO3 (6.1 ml), 4-methoxyphenylboronic acid (1.118 g, 7.360 mmol) and [1,1′-bis(diphenylphosphino)ferrocene]dichloropalladium (II) complex with dichloromethane (1:1) (0.100 g, 0.123 mmol) in dioxane (61 ml) to give the product (0.702 g, 1.681 mmol, 27%) as a pale-yellow solid, mp 136-139° C. 1H NMR (DMSO-d6) δ 2.35 (s, ... Reaction SMILES: [CH2:1]([N:8]1[C:16]2[C:11](=[CH:12][C:13](Br)=[CH:14][CH:15]=2)[C:10]([CH2:18][C:19]2[CH:24]=[CH:23][CH:22]=[CH:21][CH:20]=2)=[C:9]1[CH3:25])[C:2]1[CH:7]=[CH:6][CH:5]=[CH:4][CH:3]=1.C([O-])([O-])=O.[K+].[K+].[CH3:32][O:33][C:34]1[CH:39]=[CH:38][C:37](B(O)O)=[CH:36][CH:35]=1.ClCCl>O1CCOCC1.C1C=CC(P(C2C=CC=CC=2)[C-]2C=CC=C2)=CC=1.C1C=CC(P(C2C=CC=CC=2)[C-]2C=CC=C2)=CC=1.Cl[Pd]Cl.[Fe+2]>[CH2:1]([N:8]1[C:16]2[C:11](=[CH:12][C:13]([C:37]3[CH:38]=[CH:39][C:34]([O:33][CH3:32])=[CH:35][CH:36]=3)=[CH:14][CH:15]=2)[C:10]([CH2:18][C:19]2[CH:24]=[CH:23][CH:22]=[CH:21][CH:20]=2)=[C:9]1[CH3:25])[C:2]1[CH:7]=[CH:6][CH:5]=[CH:4][CH:3]=1 |f:1.2.3,7.8.9.10|. The product is C(C1=CC=CC=C1)N1C(=C(C2=CC(=CC=C12)C1=CC=C(C=C1)OC)CC1=CC=CC=C1)C (1,3-Dibenzyl-5-(4-methoxy-phenyl)-2-methyl-1H-indole), product. Reactants: C(C1=CC=CC=C1)N1C(=C(C2=CC(=CC=C12)Br)CC1=CC=CC=C1)C (1,3-dibenzyl-5-bromo-2-methyl-1H-indole), C(=O)([O-])[O-].[K+].[K+] (K2CO3), COC1=CC=C(C=C1)B(O)O (4-methoxyphenylboronic acid), ClCCl (dichloromethane). The reagents and catalysts are C1=CC=C(C=C1)P([C-]2C=CC=C2)C3=CC=CC=C3.C1=CC=C(C=C1)P([C-]2C=CC=C2)C3=CC=CC=C3.Cl[Pd]Cl.[Fe+2] ([1,1′-bis(diphenylphosphino)ferrocene]dichloropalladium). Isolated yield 27.4%. Solvent: O1CCOCC1 (dioxane).